Dataset: the Open Reaction Database (ORD), a public repository of structured organic reaction records. Task: describe an organic reaction: reactants, conditions, products, and yield The reactants are C(C)(=O)C1=C(C=C(C=C1)OC)F (1-acetyl-2-fluoro-4-methoxybenzene), CO (MeOH). Solvent: N (NH3). Yields the product FC1=C(C=CC(=C1)OC)O (2-fluoro-4-methoxyphenol). Yield: 94.0%. RXN SMILES: C([C:4]1[CH:9]=[CH:8][C:7]([O:10][CH3:11])=[CH:6][C:5]=1[F:12])(=O)C.C[OH:14]>N>[F:12][C:5]1[CH:6]=[C:7]([O:10][CH3:11])[CH:8]=[CH:9][C:4]=1[OH:14]. Reported procedure: A suspension of 2-fluoro-4-methyl acetophenone (10.0 g, 0.059 mol), mCPBA (26.0 g, 0.128 mol) and MgSO4 (30.0 g) in 500 mL of CHCl3 was stirred for 12 hrs. at RT. The mixture was then filtrated, washed with 2M NaOH, dried over Na2SO4 and concentrated in vacuo to give 1-acetyl-2-fluoro-4-methoxybenzene as a solid (10.7 g, 98%). A solution of the 1-acetyl-2-fluoro-4-methoxybenzene (5.3 g, 0.029 mol) in 100 mL of MeOH and 20 mL of 25% NH3 (aq) was stirred for 1 hr. at RT. The mixture was then conce... The reactants are C1(CCCC1)CNC(=O)C1=CC=C2C(=CN(C2=C1)CC1=C(C=C(C(=O)O)C=C1)OC)CCC(=O)N1CCOCC1 (4-[6-(N-cyclopentylmethylcarbamoyl)-3-[2-(morpholinocarbonyl)ethyl]indol-1-ylmethyl]-3-methoxybenzoic acid), C1(=CC=CC=C1)S(=O)(=O)N (phenylsulfonamide). Yields the product C1(CCCC1)CNC(=O)C1=CC=C2C(=CN(C2=C1)CC1=C(C=C(C(=O)NS(=O)(=O)C2=CC=CC=C2)C=C1)OC)CCC(=O)N1CCOCC1 (N-[4-[6-(N-Cyclopentylmethylcarbamoyl)-3-[2-(morpholinocarbonyl)ethyl]indol-1-ylmethyl]-3-methyoxybenzoyl]benzenesulfonamide), solid. The yield is 69.0%. As a reaction SMILES: [CH:1]1([CH2:6][NH:7][C:8]([C:10]2[CH:18]=[C:17]3[C:13]([C:14]([CH2:31][CH2:32][C:33]([N:35]4[CH2:40][CH2:39][O:38][CH2:37][CH2:36]4)=[O:34])=[CH:15][N:16]3[CH2:19][C:20]3[CH:28]=[CH:27][C:23]([C:24]([OH:26])=O)=[CH:22][C:21]=3[O:29][CH3:30])=[CH:12][CH:11]=2)=[O:9])[CH2:5][CH2:4][CH2:3][CH2:2]1.[C:41]1([S:47]([NH2:50])(=[O:49])=[O:48])[CH:46]=[CH:45][CH:44]=[CH:43][CH:42]=1>>[CH:1]1([CH2:6][NH:7][C:8]([C:10]2[CH:18]=[C:17]3[C:13]([C:14]([CH2:31][CH2:32][C:33]([N:35]4[CH2:36][CH2:37][O:38][CH2:39][CH2:40]4)=[O:34])=[CH:15][N:16]3[CH2:19][C:20]3[CH:28]=[CH:27][C:23]([C:24]([NH:50][S:47]([C:41]4[CH:46]=[CH:45][CH:44]=[CH:43][CH:42]=4)(=[O:49])=[O:48])=[O:26])=[CH:22][C:21]=3[O:29][CH3:30])=[CH:12][CH:11]=2)=[O:9])[CH2:5][CH2:4][CH2:3][CH2:2]1. Procedure details: Using a similar procedure to the described in Example 2, but starting from 4-[6-(N-cyclopentylmethylcarbamoyl)-3-[2-(morpholinocarbonyl)ethyl]indol-1-ylmethyl]-3-methoxybenzoic acid and phenylsulfonamide, the title compound was obtained as a white solid (69%); mp 244°-245°.